This data is from the Open Reaction Database (ORD), a public repository of structured organic reaction records. The task is: describe an organic reaction: reactants, conditions, products, and yield The reactants are ClC1=NC=NC(=C1)Cl (4,6-dichloropyrimidine), FC1=C(C=CC(=C1)[N+](=O)[O-])O (2-fluoro-4-nitrophenol), CN(C)C=O (DMF), C([O-])([O-])=O.[K+].[K+] (potassium carbonate). The solvent is O (water). Conditions: temperature 80 celsius. Yields the product ClC1=NC=NC(=C1)OC1=C(C=C(C=C1)[N+](=O)[O-])F (4-chloro-6-(2-fluoro-4-nitrophenoxy)pyrimidine). Yield: 96.4%. As a reaction SMILES: Cl[C:2]1[CH:7]=[C:6]([Cl:8])[N:5]=[CH:4][N:3]=1.[F:9][C:10]1[CH:15]=[C:14]([N+:16]([O-:18])=[O:17])[CH:13]=[CH:12][C:11]=1[OH:19].CN(C=O)C.C(=O)([O-])[O-].[K+].[K+]>O>[Cl:8][C:6]1[CH:7]=[C:2]([O:19][C:11]2[CH:12]=[CH:13][C:14]([N+:16]([O-:18])=[O:17])=[CH:15][C:10]=2[F:9])[N:3]=[CH:4][N:5]=1 |f:3.4.5|. Procedure: A mixture of 4,6-dichloropyrimidine (Aldrich, 0.74 g, 5.0 mmol), 2-fluoro-4-nitrophenol (Aldrich, 0.79 g, 5.0 mmol) and DMF (10 ml) was treated with potassium carbonate (0.72 g, 5.2 mmol) and heated at 80° C. for 3 h. The mixture was cooled, diluted with water and extracted with ethyl acetate. The ethyl acetate extract was washed with brine, dried (MgSO4), and concentrated to give the crude product as a yellow solid. The crude product was triturated with isopropyl ether to give 4-chloro-6-(2-flu... Reactants: C(CCC)OC(C(O)P(=O)(OC)OC)=O (dimethoxyphosphinyl-hydroxy-acetic acid butyl ester). The solvent is Cl (hydrochloric acid). The product is P(=O)(O)(O)C(C(=O)O)O (Phosphono-hydroxy-acetic acid). Isolated yield 85.0%. RXN SMILES: C([O:5][C:6](=[O:15])[CH:7]([P:9]([O:13]C)([O:11]C)=[O:10])[OH:8])CCC>Cl>[P:9]([CH:7]([OH:8])[C:6]([OH:15])=[O:5])([OH:13])([OH:11])=[O:10]. Procedure details: 27 g of dimethoxyphosphinyl-hydroxy-acetic acid butyl ester and 200 ml of 5 N hydrochloric acid are boiled under reflux for 15 hours. The water is distilled off, the product is freed from residual water by azeotropic distillation with toluene and 15.0 g of phosphono-hydroxy-acetic acid are obtained (yield: 85%). 1H-NMR (D2O): δ=4.56 ppm (1H, d, J=18 Hz, P--CH) Reactants: NC(C(O)C1=CC=C(C=C1)Cl)C (2-amino-1-p-chlorophenyl-1-propanol), [N+](=O)([O-])C1=CC=C(S1)C1=NC2=C(N1)C=CC=C2C(=O)O (2-(5-nitro-2-thienyl)-1H-benzimidazole-4-carboxylic acid), S(=O)(Cl)Cl (thionyl chloride), acyl chloride. The solvent is O1CCCC1 (tetrahydrofuran), O1CCCC1 (tetrahydrofuran). Product: [N+](=O)([O-])C1=CC=C(S1)C1=NC2=C(N1)C=CC=C2 (2-(5-nitro-2-thienyl)-1H-benzimidazole), OCC(C(C1=CC=C(C=C1)[N+](=O)[O-])O)[NH-] (N-(1-hydroxymethyl-2-p-nitrophenylhydroxyethyl)amide). Reaction SMILES: [N+:1]([C:4]1[S:8][C:7]([C:9]2[NH:13][C:12]3[CH:14]=[CH:15][CH:16]=[C:17](C(O)=O)[C:11]=3[N:10]=2)=[CH:6][CH:5]=1)([O-:3])=[O:2].S(Cl)(Cl)=[O:22].[NH2:25][CH:26]([CH3:36])[CH:27]([C:29]1[CH:34]=[CH:33][C:32](Cl)=[CH:31][CH:30]=1)[OH:28]>O1CCCC1>[N+:1]([C:4]1[S:8][C:7]([C:9]2[NH:13][C:12]3[CH:14]=[CH:15][CH:16]=[CH:17][C:11]=3[N:10]=2)=[CH:6][CH:5]=1)([O-:3])=[O:2].[OH:22][CH2:36][CH:26]([NH-:25])[CH:27]([OH:28])[C:29]1[CH:34]=[CH:33][C:32]([N+:1]([O-:3])=[O:2])=[CH:31][CH:30]=1. Reported procedure: 1.0 g of 2-(5-nitro-2-thienyl)-1H-benzimidazole-4-carboxylic acid is added into 15 ml of thionyl chloride; and to heat and reflux it for 60 minutes. After end of the reaction, 2-amino-1-p-chlorophenyl-1-propanol (1.1 eq) is dissolved into tetrahydrofuran, and then drop acyl chloride to the above tetrahydrofuran mixture under stirring at the room temperature and then filter inorganic salt, evaporate the solvent to dry, and then isolate the mixture through column chromatography to obtain 2-(5-nitr... Reactants: [Br-], C[Si](C)(C)Cl, C[SiH](C)O[SiH](C)C, CC#N, COc1ccc(C=O)cc1OC(F)F, [Li+], N#C[Na], O. The product is COc1ccc(CC#N)cc1OC(F)F. Reaction SMILES: [Br-:16].[CH3:17][Si:18]([Cl:19])([CH3:20])[CH3:21].[CH3:22][SiH:23]([CH3:24])[O:25][SiH:26]([CH3:27])[CH3:28].[CH3:33][C:34]#[N:35].[F:1][CH:2]([O:3][c:4]1[cH:5][c:6]([CH:7]=[O:8])[cH:9][cH:10][c:11]1[O:12][CH3:13])[F:14].[Li+:15].[Na:29][C:30]#[N:31].[OH2:32]>>[F:1][CH:2]([O:3][c:4]1[cH:5][c:6]([CH2:7][C:30]#[N:31])[cH:9][cH:10][c:11]1[O:12][CH3:13])[F:14]. Starting materials: C(C)(=O)OCC (ethyl acetate), O1CCOC12CCC(CC2)C=CC(=O)Cl (3-(1,4-dioxa-spiro[4.5]dec-8-yl)acryloyl chloride), BrC=1C=C(C(=CC1)N)N (4-bromo-benzene-1,2-diamine), CN1CCOCC1 (N-methylmorpholine). Run in O (water), O1CCCC1 (tetrahydrofuran), C1CCOC1 (THF). Yields the product NC1=C(C=CC(=C1)Br)NC(C=CC1CCC2(OCCO2)CC1)=O (N-(2-amino-4-bromo-phenyl)-3-(1,4-dioxa-spiro[4.5]dec-8-yl)-acrylamide). RXN SMILES: [O:1]1[C:5]2([CH2:10][CH2:9][CH:8]([CH:11]=[CH:12][C:13](Cl)=[O:14])[CH2:7][CH2:6]2)[O:4][CH2:3][CH2:2]1.[Br:16][C:17]1[CH:18]=[C:19]([NH2:24])[C:20]([NH2:23])=[CH:21][CH:22]=1.CN1CCOCC1.C(OCC)(=O)C>O1CCCC1.O>[NH2:24][C:19]1[CH:18]=[C:17]([Br:16])[CH:22]=[CH:21][C:20]=1[NH:23][C:13](=[O:14])[CH:12]=[CH:11][CH:8]1[CH2:9][CH2:10][C:5]2([O:4][CH2:3][CH2:2][O:1]2)[CH2:6][CH2:7]1. Procedure: A solution of 3-(1,4-dioxa-spiro[4.5]dec-8-yl)acryloyl chloride (21.7 mmol) in tetrahydrofuran (20 mL) was added slowly to a solution of 4-bromo-benzene-1,2-diamine (5.2 g, 27.9 mmol) and N-methylmorpholine (7.1 mL, 83.7 mmol) in THF (50 mL) at 0° C. The resulting solution was allowed to warm up to room temperature. After 18 h the resulting solution was poured into a solution of ethyl acetate and water (1:1, 80 mL). The layers were separated. The organic layer was washed successively with water ...